From a dataset of the Open Reaction Database (ORD), a public repository of structured organic reaction records. describe an organic reaction: reactants, conditions, products, and yield Reactants: triflates, halides, ClC1=C(C=C)C=CC=C1 (ortho-chlorostyrene), ClC=1C=C(C=C)C=CC1 (meta-chlorostyrene), ClC1=CC=C(C=C)C=C1 (para-chlorostyrene), C(C(=O)O)NCC(=O)O (IMDA), C1=CC=CC2=CC=CC=C12 (naphthalene), Styrenyl. The reagents and catalysts are [Pd] (palladium). Yields the product ClC1=CC=C(C=C)C=C1 (para-chlorostyrene), ClC1=CC=C2C=CC=CC2=C1 (7-chloronaphthalene). RXN SMILES: C(NCC(O)=O)C(O)=O.[CH:10]1[C:19]2[C:14](=[CH:15][CH:16]=[CH:17][CH:18]=2)[CH:13]=[CH:12][CH:11]=1.[Cl:20][C:21]1[CH:28]=[CH:27][C:24]([CH:25]=[CH2:26])=[CH:23][CH:22]=1.[Cl:29]C1C=CC=CC=1C=C.ClC1C=C(C=CC=1)C=C>[Pd]>[Cl:20][C:21]1[CH:28]=[CH:27][C:24]([CH:25]=[CH2:26])=[CH:23][CH:22]=1.[Cl:29][C:17]1[CH:18]=[C:19]2[C:14]([CH:13]=[CH:12][CH:11]=[CH:10]2)=[CH:15][CH:16]=1. Procedure details: Microwave irradiation of styrene 5 in either 1,2-dichloroethane (DCE) at 180° C. for 30 min or 1,1,1-trifluorotoluene at 180° C. for 180 minutes afforded the cyclopenta-naphthalene derivative 6 in nearly quantitative yield with no additional purification required of the final product (entries 1 and 2, Table 1). With conditions for an efficient and high yielding IMDA reaction utilizing a lower boiling solvent in hand, scope and limitations investigations were initiated. First, substitution on the...